The task is: describe an organic reaction: reactants, conditions, products, and yield. This data is from the Open Reaction Database (ORD), a public repository of structured organic reaction records. The reactants are O1C(OCC1)C1=CC=CC(=N1)N1CCN(CC1)C(C)C (1-[6-(1,3-Dioxolan-2-yl)pyridin-2-yl]-4-isopropylpiperazine), C(=O)O (formic acid). Solvent: O (water). Reaction conditions: temperature 60 celsius. Product: C(C)(C)N1CCN(CC1)C1=CC=CC(=N1)C=O (6-(4-Isopropylpiperazin-1-yl)picolinaldehyde). The yield is 81.8%. As a reaction SMILES: [O:1]1CCO[CH:2]1[C:6]1[N:11]=[C:10]([N:12]2[CH2:17][CH2:16][N:15]([CH:18]([CH3:20])[CH3:19])[CH2:14][CH2:13]2)[CH:9]=[CH:8][CH:7]=1.C(O)=O>O>[CH:18]([N:15]1[CH2:14][CH2:13][N:12]([C:10]2[N:11]=[C:6]([CH:2]=[O:1])[CH:7]=[CH:8][CH:9]=2)[CH2:17][CH2:16]1)([CH3:20])[CH3:19]. Reported procedure: A mixture of 1-[6-(1,3-dioxolan-2-yl)pyridin-2-yl]-4-isopropylpiperazine (8, 0.31 g, 1.1 mmol), formic acid (2.50 g, 50 mmol) and water (0.5 mL) was heated at 60° C. for 5 h. After this time, the mixture was concentrated and the residue was purified by silica gel chromatography eluting with 0-10% methanol in dichloromethane to afford the title compound (0.21 g, 82%) as a yellow oil; ESI MS m/z 234 [M+H]+. Reactants: O=C(NCc1cccnc1)c1ccc2n1Cc1ccccc1N(S(=O)(=O)c1ccc(Br)cc1)C2, O=C([O-])[O-], COCCOC, COc1ccccc1B(O)O, [K+], [K+]. Product: COc1ccccc1-c1ccc(S(=O)(=O)N2Cc3ccc(C(=O)NCc4cccnc4)n3Cc3ccccc32)cc1. RXN SMILES: [Br:1][c:2]1[cH:3][cH:4][c:5]([S:8](=[O:9])(=[O:10])[N:11]2[CH2:12][c:13]3[n:14]([c:22]([C:25](=[O:26])[NH:27][CH2:28][c:29]4[cH:30][n:31][cH:32][cH:33][cH:34]4)[cH:23][cH:24]3)[CH2:15][c:16]3[c:17]2[cH:18][cH:19][cH:20][cH:21]3)[cH:6][cH:7]1.[C:46](=[O:47])([O-:48])[O-:49].[CH2:52]([CH2:53][O:54][CH3:55])[O:56][CH3:57].[CH3:35][O:36][c:37]1[c:38]([B:43]([OH:44])[OH:45])[cH:39][cH:40][cH:41][cH:42]1.[K+:50].[K+:51]>>[c:2]1(-[c:38]2[c:37]([O:36][CH3:35])[cH:42][cH:41][cH:40][cH:39]2)[cH:3][cH:4][c:5]([S:8](=[O:9])(=[O:10])[N:11]2[CH2:12][c:13]3[n:14]([c:22]([C:25](=[O:26])[NH:27][CH2:28][c:29]4[cH:30][n:31][cH:32][cH:33][cH:34]4)[cH:23][cH:24]3)[CH2:15][c:16]3[c:17]2[cH:18][cH:19][cH:20][cH:21]3)[cH:6][cH:7]1. Reactants: C(C)N1CCOCC1 (N-ethylmorpholine), C1CCC(CC1)N=C=NC2CCCCC2 (DCC), N[C@@H](CC1=CNC2=CC=CC=C12)C(=O)N1[C@H](C(=O)OC(C)(C)C)CCC1.Cl (H-Trp-Pro-OBut.HCl), N([C@H](CC1=CC=CC=C1)C(=O)O)C(=O)OCC1=CC=CC=C1 (Z-D-Phe-OH), C=1C=CC2=C(C1)N=NN2O (HOBt). The solvent is CN(C=O)C (dimethylformamide). Reaction conditions: temperature 0 celsius, time 2 hour. Yields the product N([C@H](CC1=CC=CC=C1)C(=O)N[C@@H](CC1=CNC2=CC=CC=C12)C(=O)N1[C@H](C(=O)OC(C)(C)C)CCC1)C(=O)OCC1=CC=CC=C1 (Z-D-Phe-Trp-Pro-OBut). Reaction SMILES: C(N1CCOCC1)C.C1CCC(N=C=NC2CCCCC2)CC1.[NH2:24][C@H:25]([C:36]([N:38]1[CH2:49][CH2:48][CH2:47][C@H:39]1[C:40]([O:42][C:43]([CH3:46])([CH3:45])[CH3:44])=[O:41])=[O:37])[CH2:26][C:27]1[C:35]2[C:30](=[CH:31][CH:32]=[CH:33][CH:34]=2)[NH:29][CH:28]=1.Cl.[NH:51]([C:63]([O:65][CH2:66][C:67]1[CH:72]=[CH:71][CH:70]=[CH:69][CH:68]=1)=[O:64])[C@@H:52]([C:60](O)=[O:61])[CH2:53][C:54]1[CH:59]=[CH:58][CH:57]=[CH:56][CH:55]=1.C1C=CC2N(O)N=NC=2C=1>CN(C)C=O>[NH:51]([C:63]([O:65][CH2:66][C:67]1[CH:72]=[CH:71][CH:70]=[CH:69][CH:68]=1)=[O:64])[C@@H:52]([C:60]([NH:24][C@H:25]([C:36]([N:38]1[CH2:49][CH2:48][CH2:47][C@H:39]1[C:40]([O:42][C:43]([CH3:46])([CH3:44])[CH3:45])=[O:41])=[O:37])[CH2:26][C:27]1[C:35]2[C:30](=[CH:31][CH:32]=[CH:33][CH:34]=2)[NH:29][CH:28]=1)=[O:61])[CH2:53][C:54]1[CH:55]=[CH:56][CH:57]=[CH:58][CH:59]=1 |f:2.3|. Reported procedure: 1.28 ml (10 mmoles) of N-ethylmorpholine and 2.26 g (11 mmoles) of DCC are added at 0° C. to a solution of 3.46 g (10 mmoles) of H-Trp-Pro-OBut.HCl. 2.29 g (10 mmoles) of Z-D-Phe-OH and 1.35 g (10 mmoles) of HOBt in 25 ml of dimethylformamide. The mixture is stirred for 2 hours at 0° C. and left to stand overnight at room temperature. The precipitate is filtered and the filtrate is concentrated. The residue is worked up analogously to Example 1 a. The residue crystallizes from ether. Yield 3.91 ...